Dataset: the Open Reaction Database (ORD), a public repository of structured organic reaction records. Task: describe an organic reaction: reactants, conditions, products, and yield Starting materials: C(C)(=O)O.ClC1=C(CC=2C(=NN3C2NC(=CC3=O)C3=CC=NC=C3)C)C=CC=C1Cl (3-(2,3-dichlorobenzyl)-2-methyl-5-(pyridin-4-yl)pyrazolo[1,5-a]pyrimidin-7(4H)-one acetate), C([O-])(O)=O.[Na+] (sodium bicarbonate). The solvent is CO.O (methanol water). Reaction conditions: time 8 hour. Yields the product ClC1=C(CC=2C(=NN3C2N=C(C=C3O)C3=CC=NC=C3)C)C=CC=C1Cl (3-(2,3-dichlorobenzyl)-2-methyl-5-(pyridin-4-yl)pyrazolo[1,5-a]pyrimidin-7-ol). Isolated yield 86.5%. RXN SMILES: C(O)(=O)C.[Cl:5][C:6]1[C:29]([Cl:30])=[CH:28][CH:27]=[CH:26][C:7]=1[CH2:8][C:9]1[C:10]([CH3:25])=[N:11][N:12]2[C:17](=[O:18])[CH:16]=[C:15]([C:19]3[CH:24]=[CH:23][N:22]=[CH:21][CH:20]=3)[NH:14][C:13]=12.C(=O)(O)[O-].[Na+]>CO.O>[Cl:5][C:6]1[C:29]([Cl:30])=[CH:28][CH:27]=[CH:26][C:7]=1[CH2:8][C:9]1[C:10]([CH3:25])=[N:11][N:12]2[C:17]([OH:18])=[CH:16][C:15]([C:19]3[CH:20]=[CH:21][N:22]=[CH:23][CH:24]=3)=[N:14][C:13]=12 |f:0.1,2.3,4.5|. Reported procedure: A mixture of 3-(2,3-dichlorobenzyl)-2-methyl-5-(pyridin-4-yl)pyrazolo[1,5-a]pyrimidin-7(4H)-one acetate (100 mg, 0.225 mmol), sodium bicarbonate (0.5 g) in methanol/water (20 mL/10 mL) was stirred at room temperature overnight. Then the mixture was concentrated. The residue was purified by silica gel column to give the titled product (75 mg, 87%); LC/MS: MS (ES+) m/e 385 (MH+); 1H NMR (300 MHz, DMSO-d6) δ ppm 2.15 (s, 3H), 4.14 (s, 2H), 6.11 (s, 1H), 6.97-7.00 (m, 1H), 7.25 (t, J=8.1 Hz, 1H), 7.... The reactants are CC(C)(C)[Si](C)(C)Cl, ClCCl, CCCCCc1c(C(C)C)nc(C(C)C)c(CO)c1-c1ccc(F)cc1, c1c[nH]cn1. Yields the product CCCCCc1c(C(C)C)nc(C(C)C)c(CO[Si](C)(C)C(C)(C)C)c1-c1ccc(F)cc1. RXN SMILES: [C:32]([CH3:33])([CH3:34])([CH3:35])[Si:36]([CH3:37])([CH3:38])[Cl:39].[CH2:40]([Cl:41])[Cl:42].[CH:1]([CH3:2])([CH3:3])[c:4]1[n:5][c:6]([CH:24]([CH3:25])[CH3:26])[c:7]([CH2:19][CH2:20][CH2:21][CH2:22][CH3:23])[c:8](-[c:12]2[cH:13][cH:14][c:15]([F:18])[cH:16][cH:17]2)[c:9]1[CH2:10][OH:11].[nH:27]1[cH:28][cH:29][n:30][cH:31]1>>[CH:1]([CH3:2])([CH3:3])[c:4]1[n:5][c:6]([CH:24]([CH3:25])[CH3:26])[c:7]([CH2:19][CH2:20][CH2:21][CH2:22][CH3:23])[c:8](-[c:12]2[cH:13][cH:14][c:15]([F:18])[cH:16][cH:17]2)[c:9]1[CH2:10][O:11][Si:36]([C:32]([CH3:33])([CH3:34])[CH3:35])([CH3:37])[CH3:38]. Starting materials: CC(C(=O)OCC)=CC1=NC=CC=C1 (Ethyl 2-methyl-3-(2-pyridyl)acrylate), C(=O)[O-].[NH4+] (ammonium formate). The reagents and catalysts are [C].[Pd] (palladium-carbon). Run in C(C)O (ethanol), O (water). Yields the product CC(C(=O)OCC)CC1=NC=CC=C1 (Ethyl 2-methyl-3-(2-pyridyl)propionate). Isolated yield 90.9%. As a reaction SMILES: [CH3:1][C:2](=[CH:8][C:9]1[CH:14]=[CH:13][CH:12]=[CH:11][N:10]=1)[C:3]([O:5][CH2:6][CH3:7])=[O:4].C([O-])=O.[NH4+]>C(O)C.O.[C].[Pd]>[CH3:1][CH:2]([CH2:8][C:9]1[CH:14]=[CH:13][CH:12]=[CH:11][N:10]=1)[C:3]([O:5][CH2:6][CH3:7])=[O:4] |f:1.2,5.6|. Procedure: Ethyl 2-methyl-3-(2-pyridyl)acrylate (7.8 g, 41.0 mmol) was dissolved in ethanol (80 ml), and 10% palladium-carbon (1.0 g) and a solution of ammonium formate (11.2 g, 178 mmol) in water (20 ml) was added thereto. The mixture was refluxed for 2 hrs. Palladium-carbon was filtered off. The reaction mixture was combined with water, concentrated under reduced pressure to the half amount and extracted with ethyl acetate. The organic layer was washed with saturated brine and dried over anhydrous magnes...